From a dataset of the Open Reaction Database (ORD), a public repository of structured organic reaction records. describe an organic reaction: reactants, conditions, products, and yield Starting materials: BrCC1=C(C(NC(N1C1=CC(=CC=C1)C(F)(F)F)=O)C1=C(C=C(C=C1)C#N)S(=O)(=O)C)C(=O)OCC ((rac)-Ethyl 6-(bromomethyl)-4-[4-cyano-2-(methylsulphonyl)phenyl]-2-oxo-1-[3-(trifluoromethyl)phenyl]-1,2,3,4-tetrahydropyrimidine-5-carboxylate), C1(=CC=CC=C1)NN (Phenylhydrazine). The product is O=C1NC(C2=C(CN(NC2=O)C2=CC=CC=C2)N1C1=CC(=CC=C1)C(F)(F)F)C1=C(C=C(C#N)C=C1)S(=O)(=O)C (4-{2,5-Dioxo-7-phenyl-1-[3-(trifluoromethyl)phenyl]-1,2,3,4,5,6,7,8-octahydropyrimido[4,5-d]-pyridazin-4-yl}-3-(methylsulphonyl)benzonitrile). Reported procedure: Ethyl 6-(bromomethyl)-4-[4-cyano-2-(methylsulphonyl)phenyl]-2-oxo-1-[3-(trifluoromethyl)-phenyl]-1,2,3,4-tetrahydropyrimidine-5-carboxylate (150 mg, 0.256 mmol; Example 19A) was initially charged in dioxane (3.5 ml). Phenylhydrazine (83.0 mg, 0.767 mmol) was added dropwise to the reaction mixture, and the mixture was then stirred at boiling point for 3 h. The reaction mixture was then separated directly by preparative HPLC (Method 12). This gave 9 mg (6% of theory) of the target compound. Reaction SMILES: Br[CH2:2][C:3]1[N:8]([C:9]2[CH:14]=[CH:13][CH:12]=[C:11]([C:15]([F:18])([F:17])[F:16])[CH:10]=2)[C:7](=[O:19])[NH:6][CH:5]([C:20]2[CH:25]=[CH:24][C:23]([C:26]#[N:27])=[CH:22][C:21]=2[S:28]([CH3:31])(=[O:30])=[O:29])[C:4]=1[C:32](OCC)=[O:33].[C:37]1([NH:43][NH2:44])[CH:42]=[CH:41][CH:40]=[CH:39][CH:38]=1>O1CCOCC1>[O:19]=[C:7]1[N:8]([C:9]2[CH:14]=[CH:13][CH:12]=[C:11]([C:15]([F:16])([F:17])[F:18])[CH:10]=2)[C:3]2[CH2:2][N:43]([C:37]3[CH:42]=[CH:41][CH:40]=[CH:39][CH:38]=3)[NH:44][C:32](=[O:33])[C:4]=2[CH:5]([C:20]2[CH:25]=[CH:24][C:23]([C:26]#[N:27])=[CH:22][C:21]=2[S:28]([CH3:31])(=[O:29])=[O:30])[NH:6]1. The solvent is O1CCOCC1 (dioxane). Starting materials: FC=1C=C2C=3C[C@H](NCC3NC2=CC1)C(=O)O ((3S)-6-fluoro-1,2,3,4-tetrahydro-β-carboline-3-carboxylic acid), Cl (HCl), CI (methyl iodide), C(=S)=S (carbon disulfide). Run in CS(=O)C (dimethylsulfoxide), O (water), O (Water), C(C)N(CC)CC (triethylamine). Run at time 20 minute. Yields the product FC=1C=C2C=3C[C@H](N(CC3NC2=CC1)C(=S)SC)C(=O)O ((3S)-6-fluoro-2-(methylthio)thiocarbonyl-1,2,3,4-tetrahydro-β-carboline-3-carboxylic acid). Reaction SMILES: [F:1][C:2]1[CH:3]=[C:4]2[C:12](=[CH:13][CH:14]=1)[NH:11][C:10]1[CH2:9][NH:8][C@H:7]([C:15]([OH:17])=[O:16])[CH2:6][C:5]2=1.[C:18](=[S:20])=[S:19].[CH3:21]I.Cl>CS(C)=O.O.C(N(CC)CC)C>[F:1][C:2]1[CH:3]=[C:4]2[C:12](=[CH:13][CH:14]=1)[NH:11][C:10]1[CH2:9][N:8]([C:18]([S:20][CH3:21])=[S:19])[C@H:7]([C:15]([OH:17])=[O:16])[CH2:6][C:5]2=1. Procedure: 65 mg of (3S)-6-fluoro-1,2,3,4-tetrahydro-β-carboline-3-carboxylic acid are dissolved in a mixture of one ml of dimethylsulfoxide and 0.5 ml of water. 0.02 ml of carbon disulfide and 0.093 ml of triethylamine are added to the mixture, and the mixture is stirred at room temperature for 20 minutes. 0.021 ml of methyl iodide is added to the mixture, and the mixture is stirred at room temperature for 16 hours. Water is added to the mixture, and the aqueous solution is acidified with 10% HCl and extr... The reactants are [Li]CCCC (nBuLi), BrC1=NC(=CC(=C1)S(=O)(=O)C1=CC=C(C=C1)N)N1CCCC1 (4-(2-Bromo-6-pyrrolidin-1-yl-pyridine-4-sulfonyl)-phenylamine), O (water). The solvent is CCCCCC (hexane), O1CCCC1 (tetrahydrofuran). Conditions: temperature -40 celsius, time 1 hour. The product is N1(CCCC1)C1=NC=CC(=C1)S(=O)(=O)C1=CC=C(C=C1)N (4-(2-pyrrolidin-1-yl-pyridine-4-sulfonyl) -phenylamine). The yield is 45.6%. RXN SMILES: Br[C:2]1[CH:7]=[C:6]([S:8]([C:11]2[CH:16]=[CH:15][C:14]([NH2:17])=[CH:13][CH:12]=2)(=[O:10])=[O:9])[CH:5]=[C:4]([N:18]2[CH2:22][CH2:21][CH2:20][CH2:19]2)[N:3]=1.[Li]CCCC.O>O1CCCC1.CCCCCC>[N:18]1([C:4]2[CH:5]=[C:6]([S:8]([C:11]3[CH:16]=[CH:15][C:14]([NH2:17])=[CH:13][CH:12]=3)(=[O:10])=[O:9])[CH:7]=[CH:2][N:3]=2)[CH2:22][CH2:21][CH2:20][CH2:19]1. Reported procedure: 10.0 g (0.026 Mol) 4-(2-Bromo-6-pyrrolidin-1-yl-pyridine-4-sulfonyl)-phenylamine were dissolved in tetrahydrofuran (200 ml), cooled at -40° C. and 33 ml (0.053 Mol) nBuLi in hexane were added. The reaction mixture was stirred at -15° C. for 1 h. Then water (10 ml) was added, the mixture was extracted with ethylacetate, the organic phase was washed with water and brine and dried over Na2SO4. After chromatography on SiO2 with ethyl acetate hexan 1:1 and drying in a high vacuum, it was obtained 3.6... Reactants: C1CCOC1, CCOC(=O)C=C(C)C=CC=C(C)C=O, [Cl-], Cc1sc(Cl)c(C[P+](c2ccccc2)(c2ccccc2)c2ccccc2)c1Cl. Yields the product CCOC(=O)C=C(C)C=CC=C(C)C=Cc1c(Cl)sc(C)c1Cl. RXN SMILES: [CH2:45]1[O:46][CH2:47][CH2:48][CH2:49]1.[CH:30](=[O:31])[C:32](=[CH:33][CH:34]=[CH:35][C:36](=[CH:37][C:38](=[O:39])[O:40][CH2:41][CH3:42])[CH3:43])[CH3:44].[Cl-:1].[Cl:2][c:3]1[c:4]([CH2:10][P+:11]([c:12]2[cH:13][cH:14][cH:15][cH:16][cH:17]2)([c:18]2[cH:19][cH:20][cH:21][cH:22][cH:23]2)[c:24]2[cH:25][cH:26][cH:27][cH:28][cH:29]2)[c:5]([Cl:9])[c:6]([CH3:8])[s:7]1>>[Cl:2][c:3]1[c:4]([CH:10]=[CH:30][C:32](=[CH:33][CH:34]=[CH:35][C:36](=[CH:37][C:38](=[O:39])[O:40][CH2:41][CH3:42])[CH3:43])[CH3:44])[c:5]([Cl:9])[c:6]([CH3:8])[s:7]1. Starting materials: S1C(=NC2=C1C=CC=C2)N(C(=O)C=2C=CC=C1CCN(CC21)C=2SC(=C(N2)C(=O)OCC)C2=CC=C(C=C2)CO)COCC[Si](C)(C)C (ethyl 2-(8-(benzo[d]thiazol-2-yl((2-(trimethylsilyl)ethoxy)methyl)carbamoyl)-3,4-dihydroisoquinolin-2(1H)-yl)-5-(4-(hydroxymethyl)phenyl)thiazole-4-carboxylate), Cl (HCl). The solvent is O1CCOCC1 (1,4-dioxane), O1CCOCC1 (1,4-dioxane), CO (MeOH). Reaction conditions: time 1 hour. Product: S1C(=NC2=C1C=CC=C2)NC(=O)C=2C=CC=C1CCN(CC21)C=2SC(=C(N2)C(=O)O)C2=CC=C(C=C2)CO (2-(8-(benzo[d]thiazol-2-ylcarbamoyl)-3,4-dihydroisoquinolin-2(1H)-yl)-5-(4-(hydroxymethyl)phenyl)thiazole-4-carboxylic acid). As a reaction SMILES: [S:1]1[C:5]2[CH:6]=[CH:7][CH:8]=[CH:9][C:4]=2[N:3]=[C:2]1[N:10](COCC[Si](C)(C)C)[C:11]([C:13]1[CH:14]=[CH:15][CH:16]=[C:17]2[C:22]=1[CH2:21][N:20]([C:23]1[S:24][C:25]([C:33]3[CH:38]=[CH:37][C:36]([CH2:39][OH:40])=[CH:35][CH:34]=3)=[C:26]([C:28]([O:30]CC)=[O:29])[N:27]=1)[CH2:19][CH2:18]2)=[O:12].Cl>O1CCOCC1.CO>[S:1]1[C:5]2[CH:6]=[CH:7][CH:8]=[CH:9][C:4]=2[N:3]=[C:2]1[NH:10][C:11]([C:13]1[CH:14]=[CH:15][CH:16]=[C:17]2[C:22]=1[CH2:21][N:20]([C:23]1[S:24][C:25]([C:33]3[CH:34]=[CH:35][C:36]([CH2:39][OH:40])=[CH:37][CH:38]=3)=[C:26]([C:28]([OH:30])=[O:29])[N:27]=1)[CH2:19][CH2:18]2)=[O:12]. Procedure: To compound 34D (0.14 g) in 1,4-dioxane (2 mL) was added 4 N HCl in 1,4-dioxane (2 mL) and MeOH (0.5 mL). The solution was stirred for 1 hour at rt, concentrated under reduced pressure, and added 1.0 N LiOH (2 mL) in 1,4-dioxane (2 mL). The solution was stirred at 60° C. for 1 hour, concentrated under reduced pressure and purified by Prep HPLC to provide the desired product 34: 1H NMR (DMSO-d6): δ 8.02 (d, J=7.98 Hz, 1H), 7.79 (d, J=7.98 Hz, 1H), 7.69 (d, J=7.36 Hz, 1H), 7.29-7.49 (m, 8H), 4.90 ... Reaction SMILES: [Cl:37][CH2:38][Cl:39].[O:26]=[Cr:27]([Cl:28])([O-:29])=[O:30].[OH:1][CH:2]([CH2:3][CH2:4][CH2:5][NH:6][C:7]([CH3:8])=[O:9])[CH2:10][CH2:11][CH2:12][CH2:13][CH2:14][CH2:15][CH2:16][CH:17]=[CH:18][CH2:19][CH2:20][CH2:21][CH2:22][CH2:23][CH2:24][CH3:25].[nH+:31]1[cH:32][cH:33][cH:34][cH:35][cH:36]1>>[O:1]=[C:2]([CH2:3][CH2:4][CH2:5][NH:6][C:7]([CH3:8])=[O:9])[CH2:10][CH2:11][CH2:12][CH2:13][CH2:14][CH2:15][CH2:16][CH:17]=[CH:18][CH2:19][CH2:20][CH2:21][CH2:22][CH2:23][CH2:24][CH3:25]. Product: CCCCCCCC=CCCCCCCCC(=O)CCCNC(C)=O. Starting materials: ClCCl, O=[Cr](=O)([O-])Cl, CCCCCCCC=CCCCCCCCC(O)CCCNC(C)=O, c1cc[nH+]cc1.